This data is from the Open Reaction Database (ORD), a public repository of structured organic reaction records. The task is: describe an organic reaction: reactants, conditions, products, and yield As a reaction SMILES: [CH2:1]([CH2:2][CH2:3][CH3:4])[c:5]1[n:6][c:7]2[c:8]([n:9]1[CH2:10][c:11]1[cH:12][cH:13][c:14](-[c:17]3[c:18]([C:23](=[O:24])[O:25][C:26]([CH3:27])([CH3:28])[CH3:29])[cH:19][cH:20][cH:21][cH:22]3)[cH:15][cH:16]1)[cH:30][c:31]([N:34]([C:35](=[O:36])[NH:37][CH:38]1[CH2:39][CH2:40][CH2:41][CH2:42][CH2:43]1)[CH3:44])[cH:32][cH:33]2.[OH:45][C:46]([C:47]([F:48])([F:49])[F:50])=[O:51]>>[CH2:1]([CH2:2][CH2:3][CH3:4])[c:5]1[n:6][c:7]2[c:8]([n:9]1[CH2:10][c:11]1[cH:12][cH:13][c:14](-[c:17]3[c:18]([C:23](=[O:24])[OH:25])[cH:19][cH:20][cH:21][cH:22]3)[cH:15][cH:16]1)[cH:30][c:31]([N:34]([C:35](=[O:36])[NH:37][CH:38]1[CH2:39][CH2:40][CH2:41][CH2:42][CH2:43]1)[CH3:44])[cH:32][cH:33]2. Yields the product CCCCc1nc2ccc(N(C)C(=O)NC3CCCCC3)cc2n1Cc1ccc(-c2ccccc2C(=O)O)cc1. Reactants: CCCCc1nc2ccc(N(C)C(=O)NC3CCCCC3)cc2n1Cc1ccc(-c2ccccc2C(=O)OC(C)(C)C)cc1, O=C(O)C(F)(F)F.